This data is from the Open Reaction Database (ORD), a public repository of structured organic reaction records. The task is: describe an organic reaction: reactants, conditions, products, and yield The reactants are N#CCC(=O)O, CCOC(C)=O, ClCCl, O=C(Cl)C(=O)Cl, Cc1ccc(S(=O)(=O)n2ccc3c(NC4CCNCC4)nc(Nc4ccc(C(N)=O)cc4)nc32)cc1, CN(C)C=O, O. Yields the product Cc1ccc(S(=O)(=O)n2ccc3c(NC4CCN(C(=O)CC#N)CC4)nc(Nc4ccc(C(N)=O)cc4)nc32)cc1. Reaction SMILES: [C:1](#[N:2])[CH2:3][C:4](=[O:5])[OH:6].[CH3:58][CH2:59][O:60][C:61]([CH3:62])=[O:63].[Cl:50][CH2:51][Cl:52].[Cl:7][C:8]([C:9]([Cl:10])=[O:11])=[O:12].[NH:13]1[CH2:14][CH2:15][CH:16]([NH:19][c:20]2[c:21]3[c:22]([n:23][c:24]([NH:26][c:27]4[cH:28][cH:29][c:30]([C:31](=[O:32])[NH2:33])[cH:34][cH:35]4)[n:25]2)[n:36]([S:39](=[O:40])(=[O:41])[c:42]2[cH:43][cH:44][c:45]([CH3:46])[cH:47][cH:48]2)[cH:37][cH:38]3)[CH2:17][CH2:18]1.[O:53]=[CH:54][N:55]([CH3:56])[CH3:57].[OH2:49]>>[C:1](#[N:2])[CH2:3][C:4](=[O:6])[N:13]1[CH2:14][CH2:15][CH:16]([NH:19][c:20]2[c:21]3[c:22]([n:23][c:24]([NH:26][c:27]4[cH:28][cH:29][c:30]([C:31](=[O:32])[NH2:33])[cH:34][cH:35]4)[n:25]2)[n:36]([S:39](=[O:40])(=[O:41])[c:42]2[cH:43][cH:44][c:45]([CH3:46])[cH:47][cH:48]2)[cH:37][cH:38]3)[CH2:17][CH2:18]1. Yields the product C(C)OC(=O)N1C[C@@H](CC1)NC1=NC=C(C(=N1)N)C(C1=C(C=CC(=C1)F)OC)=O ((R)-3-[4-amino-5-(5-fluoro-2-methoxy-benzoyl)-pyrimidin-2-ylamino]-pyrrolidine-1-carboxylic acid ethyl ester). As a reaction SMILES: FC(F)(F)C(O)=O.[NH2:8][C:9]1[C:14]([C:15]([C:17]2[CH:22]=[C:21]([F:23])[CH:20]=[CH:19][C:18]=2[O:24][CH3:25])=[O:16])=[CH:13][N:12]=[C:11]([NH:26][C@@H:27]2[CH2:31][CH2:30][NH:29][CH2:28]2)[N:10]=1.Cl[C:33]([O:35][CH2:36][CH3:37])=[O:34]>>[CH2:36]([O:35][C:33]([N:29]1[CH2:30][CH2:31][C@@H:27]([NH:26][C:11]2[N:10]=[C:9]([NH2:8])[C:14]([C:15](=[O:16])[C:17]3[CH:22]=[C:21]([F:23])[CH:20]=[CH:19][C:18]=3[O:24][CH3:25])=[CH:13][N:12]=2)[CH2:28]1)=[O:34])[CH3:37] |f:0.1|. Procedure details: The same procedure as described in Example 60 was used, starting from (R)-[4-amino-2-(pyrrolidin-3-ylamino)-pyrimidin-5-yl]-(5-fluoro-2-methoxy-phenyl)-methanone trifluoroacetic acid salt, Example 70, and ethyl chloroformate (Aldrich) to give (R)-3-[4-amino-5-(5-fluoro-2-methoxy-benzoyl)-pyrimidin-2-ylamino]-pyrrolidine-1-carboxylic acid ethyl ester. MS (M+H)+, 404. Starting materials: FC(C(=O)O)(F)F.NC1=NC(=NC=C1C(=O)C1=C(C=CC(=C1)F)OC)N[C@H]1CNCC1 ((R)-[4-amino-2-(pyrrolidin-3-ylamino)-pyrimidin-5-yl]-(5-fluoro-2-methoxy-phenyl)-methanone trifluoroacetic acid salt), ClC(=O)OCC (ethyl chloroformate). Starting materials: O=C(O)c1cn2cc(Br)c(CP(=O)(O)O)nc2n1, O. Yields the product O=C(O)c1cn2ccc(CP(=O)(O)O)nc2n1. Reaction SMILES: [Br:1][c:2]1[c:3]([CH2:14][P:15](=[O:16])([OH:17])[OH:18])[n:4][c:5]2[n:6]([cH:7]1)[cH:8][c:9]([C:11](=[O:12])[OH:13])[n:10]2.[OH2:19]>>[cH:2]1[c:3]([CH2:14][P:15](=[O:16])([OH:17])[OH:18])[n:4][c:5]2[n:6]([cH:7]1)[cH:8][c:9]([C:11](=[O:12])[OH:13])[n:10]2. Reactants: C1=CC2=C(C=C1N=C=S)C(=O)OC23C4=C(C=C(C=C4)O)OC5=C3C=CC(=C5)O (fluorescein isothiocyanate), ON1[C@H]2CS[C@@H](CCCC(C(O)=O)N3C(CCC3=O)=O)[C@H]2NC1=O (N-hydroxysuccinimido biotin). Run in OP(=O)(O)[O-].OP(=O)([O-])[O-].[Na+].[Na+].[Na+].[Cl-].[Cl-].[K+].[K+] (phosphate buffered saline), CN(C=O)C (dimethylformamide), CS(=O)C (dimethylsulfoxide). Product: OC(=O)CCCC[C@@H]1SC[C@@H]2NC(=O)N[C@H]12 (Biotin), C=1C=CC(=C(C1)C2=C3C=CC(=O)C=C3OC4=C2C=CC(=C4)O)C(=O)O (fluorescein). RXN SMILES: [CH:1]1[C:6](N=C=S)=[CH:5][C:4]2[C:10]([O:12][C:13]3([C:23]4[CH:24]=[CH:25][C:26]([OH:28])=[CH:27][C:22]=4[O:21][C:15]4[CH:16]=[C:17]([OH:20])[CH:18]=[CH:19][C:14]3=4)[C:3]=2[CH:2]=1)=[O:11].O[N:30]1[C:51](=[O:52])[NH:50][C@H:49]2[C@@H:31]1[CH2:32][S:33][C@H:34]2[CH2:35][CH2:36][CH2:37][CH:38](N1C(=O)CCC1=O)[C:39](=[O:41])[OH:40]>OP([O-])(O)=O.OP([O-])([O-])=O.[Na+].[Na+].[Na+].[Cl-].[Cl-].[K+].[K+].CN(C)C=O.CS(C)=O>[OH:41][C:39]([CH2:38][CH2:37][CH2:36][CH2:35][C@H:34]1[C@@H:49]2[C@@H:31]([NH:30][C:51]([NH:50]2)=[O:52])[CH2:32][S:33]1)=[O:40].[CH:1]1[CH:6]=[CH:5][C:4]([C:10]([OH:12])=[O:11])=[C:3]([C:13]2[C:14]3[CH:19]=[CH:18][C:17]([OH:20])=[CH:16][C:15]=3[O:21][C:22]3[C:23]=2[CH:24]=[CH:25][C:26]([CH:27]=3)=[O:28])[CH:2]=1 |f:2.3.4.5.6.7.8.9.10|. Reported procedure: Biotin and fluorescein labeled insulin was prepared. To 1 ml of a 1 mg/ml solution of insulin protein in phosphate buffered saline was added simultaneously 100 μl of a 1 mg/ml solution of fluorescein isothiocyanate (FITC) in dimethylformamide (DMF) and 100 μl of a 1 mg/ml solution of N-hydroxysuccinimido biotin in dimethylsulfoxide (DMSO). The two labeling reagents were allowed to react at room temperature for 4 hours, after which the unreacted reagents were quenched with 10 μl ethanolamine. The... Reactants: N(=[N+]=[N-])C(C(=O)OCC)=CC=1N(C=NC1)C1=CC=C(C=C1)Br (ethyl 2-azido-3-[3-(4-bromophenyl)-3H-imidazol-4-yl]acrylate). Run in CC=1C=CC(=CC1)C (p-xylene). The product is BrC1=CC=C(C=C1)N1C=NC2=C1C=C(N2)C(=O)OCC (ethyl 1-(4-bromophenyl)-1,4-dihydropyrrolo[2,3-d]imidazole-5-carboxylate). As a reaction SMILES: [N:1]([C:4](=[CH:10][C:11]1[N:12]([C:16]2[CH:21]=[CH:20][C:19]([Br:22])=[CH:18][CH:17]=2)[CH:13]=[N:14][CH:15]=1)[C:5]([O:7][CH2:8][CH3:9])=[O:6])=[N+]=[N-]>CC1C=CC(C)=CC=1>[Br:22][C:19]1[CH:20]=[CH:21][C:16]([N:12]2[C:11]3[CH:10]=[C:4]([C:5]([O:7][CH2:8][CH3:9])=[O:6])[NH:1][C:15]=3[N:14]=[CH:13]2)=[CH:17][CH:18]=1. Procedure: A suspension of ethyl 2-azido-3-[3-(4-bromophenyl)-3H-imidazol-4-yl]acrylate (7) (240 mg) in p-xylene (10 mL) was heated at reflux under nitrogen for 30 min. The mixture was then cooled to rt, and the resulting white solid was collected by filtration, washed with hexane, and dried in air to yield ethyl 1-(4-bromophenyl)-1,4-dihydropyrrolo[2,3-d]imidazole-5-carboxylate EXAMPLE 1. LC-MS (ES+): m/z 334/336 (1/1) [MH+]. 1H NMR (CDCl3, 400 MHz): δ=1.40 (t, J=7.1 Hz, 3H), 4.38 (q, J=7.1 Hz, 2H), 6.94 ... The reactants are Cl.NO (hydroxylamine hydrochloride), C(C)N(C(C)C)C(C)C (N-ethyl-N-isopropylpropan-2-amine), C(C)O (ethanol), C(C)OC(NC(=S)NC1=NC=C(C=C1)OC1=CC(=CC=C1)NC(=O)OC(C)(C)C)=O (ethyl{[(5-{3-[(tert-butoxycarbonyl)amino]phenoxy}pyridin-2-yl)amino]carbonothioyl}carbamate). Solvent: CO (methanol). Conditions: temperature 60 celsius. Yields the product C(C)(C)(C)OC(NC1=CC(=CC=C1)OC=1C=CC=2N(C1)N=C(N2)N)=O (tert-butyl{3-[(2-amino[1,2,4]triazolo[1,5-a]pyridin-6-yl)oxy]phenyl}carbamate). Yield: 83.9%. As a reaction SMILES: Cl.NO.C([N:6](C(C)C)C(C)C)C.C(O)C.C(OC(=O)[NH:20][C:21]([NH:23][C:24]1[CH:29]=[CH:28][C:27]([O:30][C:31]2[CH:36]=[CH:35][CH:34]=[C:33]([NH:37][C:38]([O:40][C:41]([CH3:44])([CH3:43])[CH3:42])=[O:39])[CH:32]=2)=[CH:26][N:25]=1)=S)C>CO>[C:41]([O:40][C:38](=[O:39])[NH:37][C:33]1[CH:34]=[CH:35][CH:36]=[C:31]([O:30][C:27]2[CH:28]=[CH:29][C:24]3[N:25]([N:6]=[C:21]([NH2:20])[N:23]=3)[CH:26]=2)[CH:32]=1)([CH3:42])([CH3:43])[CH3:44] |f:0.1|. Procedure details: To a solution of hydroxylamine hydrochloride (4.34 g, 62.4 mmol) and N-ethyl-N-isopropylpropan-2-amine (12.7 mL, 72.8 mmol) in methanol (70 mL)/ethanol (70 mL) was added ethyl{[(5-{3-[(tert-butoxycarbonyl)amino]phenoxy}pyridin-2-yl)amino]carbonothioyl}carbamate (4.50 g, 10.4 mmol), and the mixture was stirred with heating at 60° C. for 12 hr. The reaction mixture was concentrated under reduced pressure, and the residue was diluted with ethyl acetate (500 mL), and washed with water (200 mL) and s... Starting materials: CN(C)C=O, O=C1CCC(=O)N1I, Cc1cccc(C(=O)O)c1N, O. The product is Cc1cc(I)cc(C(=O)O)c1N. RXN SMILES: [CH3:20][N:21]([CH3:22])[CH:23]=[O:24].[I:12][N:13]1[C:14](=[O:15])[CH2:16][CH2:17][C:18]1=[O:19].[NH2:1][c:2]1[c:3]([C:4](=[O:5])[OH:6])[cH:7][cH:8][cH:9][c:10]1[CH3:11].[OH2:25]>>[NH2:1][c:2]1[c:3]([C:4](=[O:5])[OH:6])[cH:7][c:8]([I:12])[cH:9][c:10]1[CH3:11]. Starting materials: Cn1nccc1C=O, Cn1cc[n+](C)c1, CC(=O)O, [Cl-], NC(=O)C1(c2cccc(Sc3cnc(Cl)c(Cl)c3)c2)CCOCC1, [H-], [Na+], CN(C)C=O, O. Yields the product Cn1nccc1C(=O)c1ncc(Sc2cccc(C3(C(N)=O)CCOCC3)c2)cc1Cl. RXN SMILES: [CH3:27][n:28]1[n:29][cH:30][cH:31][c:32]1[CH:33]=[O:34].[CH3:36][n+:37]1[cH:38][cH:39][n:40]([CH3:41])[cH:42]1.[CH3:48][C:49](=[O:50])[OH:51].[Cl-:35].[Cl:3][c:4]1[cH:5][c:6]([S:11][c:12]2[cH:13][c:14]([C:18]3([C:24](=[O:25])[NH2:26])[CH2:19][CH2:20][O:21][CH2:22][CH2:23]3)[cH:15][cH:16][cH:17]2)[cH:7][n:8][c:9]1[Cl:10].[H-:1].[Na+:2].[O:43]=[CH:44][N:45]([CH3:46])[CH3:47].[OH2:52]>>[Cl:3][c:4]1[cH:5][c:6]([S:11][c:12]2[cH:13][c:14]([C:18]3([C:24](=[O:25])[NH2:26])[CH2:19][CH2:20][O:21][CH2:22][CH2:23]3)[cH:15][cH:16][cH:17]2)[cH:7][n:8][c:9]1[C:33]([c:32]1[n:28]([CH3:27])[n:29][cH:30][cH:31]1)=[O:34]. Solvent: O (water). Procedure details: A solution of 40.0 g. of 7-chloro-1,3-dihydro-1-[3-(2-methyl-1,3-dioxolan-2-yl)propyl]-5-phenyl-2H-1,4-benzodiazepin-2-one in 500 ml. of dimethylformamide is treated under an atomsphere of argon at room temperature with 0.115 mol. of sodium hydride (5.1 g. of a 55% dispersion in mineral oil). The mixture is warmed to 60° C. over a period of about 30 minutes, then stirred at this temperature for 1 hour and thereafter at 70° C. for an additional hour. After cooling, 10 ml. of water are added dropw... Reaction conditions: temperature 60 celsius, time 1 hour. The reactants are ClC=1C=CC2=C(C(=NCC(N2CCCC2(OCCO2)C)=O)C2=CC=CC=C2)C1 (7-chloro-1,3-dihydro-1-[3-(2-methyl-1,3-dioxolan-2-yl)propyl]-5-phenyl-2H-1,4-benzodiazepin-2-one), ice water, CN(C=O)C (dimethylformamide), [H-].[Na+] (sodium hydride). Yields the product CC1(OCCO1)CCCNC(=O)C=1NC(=C2C=C(C=CC12)Cl)C1=CC=CC=C1 (5-chloro-3-phenylisoindole-1-carboxylic acid [3-(2-methyl-1,3-dioxolan-2-yl)propyl]amide). Reaction SMILES: [Cl:1][C:2]1[CH:3]=[CH:4][C:5]2[N:11]([CH2:12][CH2:13][CH2:14][C:15]3([CH3:20])[O:19][CH2:18][CH2:17][O:16]3)[C:10](=[O:21])[CH2:9][N:8]=[C:7]([C:22]3[CH:27]=[CH:26][CH:25]=[CH:24][CH:23]=3)[C:6]=2[CH:28]=1.CN(C)C=O.[H-].[Na+]>O>[CH3:20][C:15]1([CH2:14][CH2:13][CH2:12][NH:11][C:10]([C:9]2[NH:8][C:7]([C:22]3[CH:27]=[CH:26][CH:25]=[CH:24][CH:23]=3)=[C:6]3[C:5]=2[CH:4]=[CH:3][C:2]([Cl:1])=[CH:28]3)=[O:21])[O:19][CH2:18][CH2:17][O:16]1 |f:2.3|.